This data is from the Open Reaction Database (ORD), a public repository of structured organic reaction records. The task is: describe an organic reaction: reactants, conditions, products, and yield Run at time 8 hour. Reaction SMILES: [Cl:1][C:2]1[CH:24]=[CH:23][C:5]([CH2:6][NH:7][C:8]([C:10]2[CH2:19][C:18]3[C:13](=[CH:14][CH:15]=[C:16]([CH2:20]Cl)[CH:17]=3)[N:12]([CH3:22])[CH:11]=2)=[O:9])=[CH:4][CH:3]=1.C(N(C(C)C)CC)(C)C.Cl.[NH:35]1[CH2:38][CH:37]([OH:39])[CH2:36]1.CN1C(=[O:46])CCC1>ClCCl>[Cl:1][C:2]1[CH:24]=[CH:23][C:5]([CH2:6][NH:7][C:8]([C:10]2[C:19](=[O:46])[C:18]3[C:13](=[CH:14][CH:15]=[C:16]([CH2:20][N:35]4[CH2:38][CH:37]([OH:39])[CH2:36]4)[CH:17]=3)[N:12]([CH3:22])[CH:11]=2)=[O:9])=[CH:4][CH:3]=1 |f:2.3|. Starting materials: ClC1=CC=C(CNC(=O)C2=CN(C3=CC=C(C=C3C2)CCl)C)C=C1 (N-(4-chlorobenzyl)-6-(chloromethyl)-1-methyl-1,4-dihydro-3-quinolinecarboxamide), C(C)(C)N(CC)C(C)C (diisopropylethylamine), CN1CCCC1=O (NMP), Cl.N1CC(C1)O (3-azetidinol hydrochloride). Product: ClC1=CC=C(CNC(=O)C2=CN(C3=CC=C(C=C3C2=O)CN2CC(C2)O)C)C=C1 (N-(4-Chlorobenzyl)-6-[(3-hydroxy-1-azetidinyl)methyl]-1-methyl-4-oxo-1,4-dihydro-3-quinolinecarboxamide). Solvent: ClCCl (dichloromethane). Procedure details: A solution of N-(4-chlorobenzyl)-6-(chloromethyl)-1-methyl-1,4-dihydro-3-quinolinecarboxamide (0.09 gm) from Preparation No. 35 in dry NMP (2 mL) containing diisopropylethylamine (0.14 mL) is treated with 3-azetidinol hydrochloride (0.04 gm) (prepared as described in Helv. Chim. Acta 1988, 1035). The reaction mixture is stirred overnight. The reaction mixture is diluted with dichloromethane (50 mL) and washed with water (2×10 mL), brine (10 mL), dried (Na2SO4) and concentrated under reduced pres... Starting materials: ClC1=CC=2CC=C3C=C(CCC3(C2C=C1)C)C(=O)OC (methyl (-)-2-chloro-4b-methyl-4b,5,6,10-tetrahydrophenanthrene-7-carboxylate), C([O-])([O-])=O.[K+].[K+] (potassium carbonate), S(O)(O)(=O)=O (sulfuric acid). Solvent: CO (methanol), O (water), C(Cl)(Cl)Cl (chloroform). The product is ClC1=CC=2CC=C3C=C(CCC3(C2C=C1)C)C(=O)O ((-)-2-Chloro-4b-methyl-4b,5,6,10-tetrahydrophenanthrene-7-carboxylic acid). The yield is 83.3%. Reaction SMILES: [Cl:1][C:2]1[CH:15]=[CH:14][C:13]2[C:12]3([CH3:16])[C:7]([CH:8]=[C:9]([C:17]([O:19]C)=[O:18])[CH2:10][CH2:11]3)=[CH:6][CH2:5][C:4]=2[CH:3]=1.C(=O)([O-])[O-].[K+].[K+].S(=O)(=O)(O)O>CO.O.C(Cl)(Cl)Cl>[Cl:1][C:2]1[CH:15]=[CH:14][C:13]2[C:12]3([CH3:16])[C:7]([CH:8]=[C:9]([C:17]([OH:19])=[O:18])[CH2:10][CH2:11]3)=[CH:6][CH2:5][C:4]=2[CH:3]=1 |f:1.2.3|. Procedure details: To a stirred solution of methyl (-)-2-chloro-4b-methyl-4b,5,6,10-tetrahydrophenanthrene-7-carboxylate (500 mg, 1.73 mmol.) in methanol (19 mL) and water (2 mL) was added potassium carbonate (300 mg). The solution was heated to reflux for 10 hours. The solution was allowed to cool to ambient temperature, was diluted with chloroform (100 mL) and was acidified with 1N sulfuric acid. The aqueous phase was further extracted with chloroform and the combined organic phases were dried over anhydrous mag... Reactants: solid, Cl.Cl.O1CCC2=C1C=CC=C2C2CCN(CC2)CC[C@@H]2CC[C@H](CC2)N (trans-4-{2-[4-(2,3-dihydro-benzofuran-4-yl)-piperidin-1-yl]-ethyl}-cyclohexylamine dihydrochloride), Cl.Cl.O1CCC2=C1C=CC=C2C2CCN(CC2)CC[C@@H]2CC[C@H](CC2)N (trans-4-{2-[4-(2,3-dihydro-benzofuran-4-yl)-piperidin-1-yl]-ethyl}-cyclohexylamine dihydrochloride), N1(CCOCC1)C1=CC=C(C(=O)O)C=C1 (4-(morpholine-4-yl)-benzoic acid). Procedure details: The title compound, light yellow solid (97 mg, 75%), MS (ISP) m/z=518.4 [(M+H)+], mp 247° C., was prepared in accordance with the general method of example 1 from trans-4-{2-[4-(2,3-dihydro-benzofuran-4-yl)-piperidin-1-yl]-ethyl}-cyclohexylamine dihydrochloride (intermediate B) (100 mg, 0.25 mmol) and 4-(morpholine-4-yl)-benzoic acid. Yields the product O1CCC2=C1C=CC=C2C2CCN(CC2)CC[C@@H]2CC[C@H](CC2)NC(C2=CC=C(C=C2)N2CCOCC2)=O (trans-N-(4-{2-[4-(2,3-Dihydro-benzofuran-4-yl)-piperidin-1-yl]-ethyl}-cyclohexyl)-4-morpholin-4-yl-benzamide). Reaction SMILES: Cl.Cl.[O:3]1[C:7]2[CH:8]=[CH:9][CH:10]=[C:11]([CH:12]3[CH2:17][CH2:16][N:15]([CH2:18][CH2:19][C@H:20]4[CH2:25][CH2:24][C@H:23]([NH2:26])[CH2:22][CH2:21]4)[CH2:14][CH2:13]3)[C:6]=2[CH2:5][CH2:4]1.[N:27]1([C:33]2[CH:41]=[CH:40][C:36]([C:37](O)=[O:38])=[CH:35][CH:34]=2)[CH2:32][CH2:31][O:30][CH2:29][CH2:28]1>>[O:3]1[C:7]2[CH:8]=[CH:9][CH:10]=[C:11]([CH:12]3[CH2:17][CH2:16][N:15]([CH2:18][CH2:19][C@H:20]4[CH2:21][CH2:22][C@H:23]([NH:26][C:37](=[O:38])[C:36]5[CH:35]=[CH:34][C:33]([N:27]6[CH2:32][CH2:31][O:30][CH2:29][CH2:28]6)=[CH:41][CH:40]=5)[CH2:24][CH2:25]4)[CH2:14][CH2:13]3)[C:6]=2[CH2:5][CH2:4]1 |f:0.1.2|. The reactants are CC=1N=C(SC1CC1=CC(=CC=C1)N1CCN(CC1)C)C(=O)OCC (ethyl 4-methyl-5-(3-(4-methylpiperazin-1-yl)benzyl)thiazole-2-carboxylate), O[Li].O (LiOH.H2O). Solvent: C1CCOC1 (THF), O (H2O). Run at time 2 hour. Yields the product CC=1N=C(SC1CC1=CC(=CC=C1)N1CCN(CC1)C)C(=O)O (4-methyl-5-(3-(4-methylpiperazin-1-yl)benzyl)thiazole-2-carboxylic acid). Isolated yield 29.3%. Reaction SMILES: [CH3:1][C:2]1[N:3]=[C:4]([C:21]([O:23]CC)=[O:22])[S:5][C:6]=1[CH2:7][C:8]1[CH:13]=[CH:12][CH:11]=[C:10]([N:14]2[CH2:19][CH2:18][N:17]([CH3:20])[CH2:16][CH2:15]2)[CH:9]=1.O[Li].O>C1COCC1.O>[CH3:1][C:2]1[N:3]=[C:4]([C:21]([OH:23])=[O:22])[S:5][C:6]=1[CH2:7][C:8]1[CH:13]=[CH:12][CH:11]=[C:10]([N:14]2[CH2:15][CH2:16][N:17]([CH3:20])[CH2:18][CH2:19]2)[CH:9]=1 |f:1.2|. Procedure: A solution of ethyl 4-methyl-5-(3-(4-methylpiperazin-1-yl)benzyl)thiazole-2-carboxylate (270 mg, 0.72 mmol) was treated with LiOH.H2O (61 mg, 1.45 mmol) in THF (4 mL) and H2O (1 mL), and stirred at RT for 2 h. The solvents were removed under reduced pressure and the residue was purified by Combiflash (20% MeCN/H2O) to afford 4-methyl-5-(3-(4-methylpiperazin-1-yl)benzyl)thiazole-2-carboxylic acid as a yellow solid (70 mg, 29%). MS (ES+) C17H21N3O2S requires: 331, found: 332[M+H]+. The reactants are CCOc1cc(C=O)cc(OCC)c1I, Cc1ccccc1, C1CCC(P(C2CCCCC2)C2CCCCC2)CC1, OB(O)c1ccc(F)cc1, [K+], [K+], [K+], CC(=O)[O-], CC(=O)[O-], O, O, O=P([O-])([O-])[O-], [Pd+2]. Yields the product CCOc1cc(C=O)cc(OCC)c1-c1ccc(F)cc1. Reaction SMILES: [CH2:1]([CH3:2])[O:3][c:4]1[cH:5][c:6]([CH:7]=[O:8])[cH:9][c:10]([O:13][CH2:14][CH3:15])[c:11]1[I:12].[CH3:54][c:55]1[cH:56][cH:57][cH:58][cH:59][cH:60]1.[CH:34]1([P:35]([CH:36]2[CH2:37][CH2:38][CH2:39][CH2:40][CH2:41]2)[CH:42]2[CH2:43][CH2:44][CH2:45][CH2:46][CH2:47]2)[CH2:48][CH2:49][CH2:50][CH2:51][CH2:52]1.[F:16][c:17]1[cH:18][cH:19][c:20]([B:23]([OH:24])[OH:25])[cH:21][cH:22]1.[K+:31].[K+:32].[K+:33].[O-:62][C:63]([CH3:64])=[O:65].[O-:66][C:67]([CH3:68])=[O:69].[O:53].[OH2:70].[P:26]([O-:27])([O-:28])([O-:29])=[O:30].[Pd+2:61]>>[CH2:1]([CH3:2])[O:3][c:4]1[cH:5][c:6]([CH:7]=[O:8])[cH:9][c:10]([O:13][CH2:14][CH3:15])[c:11]1-[c:20]1[cH:19][cH:18][c:17]([F:16])[cH:22][cH:21]1. The reactants are O (water), OC1=C(C=O)C=CC=C1O (2,3-dihydroxybenzaldehyde), C([O-])([O-])=O.[K+].[K+] (potassium carbonate), ClC1=C(CCl)C=CC=C1 (2-chlorobenzyl chloride). Solvent: CCO (EtOH). Product: ClC1=C(C=CC=C1)COC1=C(C=CC=C1OCC1=C(C=CC=C1)Cl)C(C(=O)O)O (2,3-Bis[(2-chlorophenyl)methoxy]-α-hydroxybenzeneacetic acid). Isolated yield 75.1%. RXN SMILES: [OH:1][C:2]1[C:9]([OH:10])=[CH:8][CH:7]=[CH:6][C:3]=1[CH:4]=[O:5].[C:11](=[O:14])([O-])[O-:12].[K+].[K+].[Cl:17][C:18]1[CH:25]=[CH:24][CH:23]=[CH:22][C:19]=1[CH2:20]Cl.O>CCO>[Cl:17][C:18]1[CH:25]=[CH:24][CH:23]=[CH:22][C:19]=1[CH2:20][O:1][C:2]1[C:9]([O:10][CH2:20][C:19]2[CH:22]=[CH:23][CH:24]=[CH:25][C:18]=2[Cl:17])=[CH:8][CH:7]=[CH:6][C:3]=1[CH:4]([OH:5])[C:11]([OH:12])=[O:14] |f:1.2.3|. Procedure: To a stirred slurry of 2,3-dihydroxybenzaldehyde (6.91 g, 50.0 mmol) and potassium carbonate (17.2 g, 125 mmol) in EtOH (60 mL) at room temperature under argon was added 2-chlorobenzyl chloride (15 mL, 120 mmol). The reaction mixture was heated to reflux for 16 h, then cooled and poured into water (150 mL). The resulting solids were collected, washed with water, air-dried and recrystallized from methanol to give the title compound as white needles (16.28 g, 71% yield), mp 98-100° C. LC/MS gave t... Starting materials: Cl (hydrochloric acid), solution, C(CC)C1=CC=C(C=C1)Br (4-propylbromobenzene), three, C(=S)=S (carbon disulfide), [Mg] (magnesium). Solvent: C1CCOC1 (THF), C1CCOC1 (THF). Conditions: temperature 10 celsius, time 1 hour. Yields the product C(CC)C1=CC=C(C(=S)S)C=C1 (4-propyldithiobenzoic acid). Isolated yield 93.0%. RXN SMILES: [Mg].[CH2:2]([C:5]1[CH:10]=[CH:9][C:8](Br)=[CH:7][CH:6]=1)[CH2:3][CH3:4].[C:12](=[S:14])=[S:13].Cl>C1COCC1>[CH2:2]([C:5]1[CH:10]=[CH:9][C:8]([C:12]([SH:14])=[S:13])=[CH:7][CH:6]=1)[CH2:3][CH3:4]. Reported procedure: To a 1000 ml three neck flask provided with a stirrer, thermometer, dropping funnel, and nitrogen gas introducing tube were added 9.4 g (386.8 mmol) of magnesium turnings and 20 ml of THF under nitrogen gas atmosphere, and 200 ml solution of 70.0 g (351.6 mmol) of 4-propylbromobenzene in THF was added dropwise while being stirred in 1 hour while the reaction temperature being adjusted at 45 to 55° C. After finishing of the dropping, it was stirred at 55° C. for 2 hours. The reaction mixture thus... Reactants: C(C)OC(C(CC=1C(=NC(=NC1)Cl)Cl)C=1C=NC=CC1)=O (3-(2,4-dichloro-pyrimidin-5-yl)-2-pyridin-3-yl-propionic acid ethyl ester), NC1=CC=CC=C1 (aniline). Reaction conditions: temperature 120 celsius. The product is C(C)OC(C(CC=1C(=NC(=NC1)NC1=CC=CC=C1)NC1=CC=CC=C1)C=1C=NC=CC1)=O (3-(2,4-diphenylamino-pyrimidin-5-yl)-2-pyridin-3-yl-propionic acid ethyl ester). As a reaction SMILES: [CH2:1]([O:3][C:4](=[O:21])[CH:5]([C:15]1[CH:16]=[N:17][CH:18]=[CH:19][CH:20]=1)[CH2:6][C:7]1[C:8](Cl)=[N:9][C:10](Cl)=[N:11][CH:12]=1)[CH3:2].[NH2:22][C:23]1[CH:28]=[CH:27][CH:26]=[CH:25][CH:24]=1>>[CH2:1]([O:3][C:4](=[O:21])[CH:5]([C:15]1[CH:16]=[N:17][CH:18]=[CH:19][CH:20]=1)[CH2:6][C:7]1[C:8]([NH:22][C:23]2[CH:28]=[CH:27][CH:26]=[CH:25][CH:24]=2)=[N:9][C:10]([NH:22][C:23]2[CH:28]=[CH:27][CH:26]=[CH:25][CH:24]=2)=[N:11][CH:12]=1)[CH3:2]. Reported procedure: A mixture of 3-(2,4-dichloro-pyrimidin-5-yl)-2-pyridin-3-yl-propionic acid ethyl ester (326 mg, 1.0 mmol) (from Example 10a supra) and aniline (2.0 mL) (Aldrich) was heated at 120° C. for 1 hour. The reaction mixture was washed with hexanes (50 mL×3) and the supernatant was decanted off after each time. The residue was then dissolved in ethyl acetate (100 mL) and successively washed with saturated aqueous ammonium chloride solution (30 mL), water (30 mL) and brine (30 mL), dried over anhydrous s...